Task: describe an organic reaction: reactants, conditions, products, and yield. Dataset: the Open Reaction Database (ORD), a public repository of structured organic reaction records Procedure: 1.5 g of 5-acetyl-1,3-dimethylbarbituric acid was dissolved in 50 ml of ethanol and 1.5 ml of ethoxyamine was added to it. After the resulting solution was stirred at 40° C during 2 hours, it was allowed to stand at a room temperature. The separated white plates were filtered and recrystallized from ethanol, and thereby 1.4 g of the desired compound was obtained. The solvent is C(C)O (ethanol). The reactants are C(C)(=O)C1C(N(C(N(C1=O)C)=O)C)=O (5-acetyl-1,3-dimethylbarbituric acid), C(C)ON (ethoxyamine). Conditions: temperature 40 celsius, time 2 hour. Product: C(C)ONC(C)=C1C(N(C(N(C1=O)C)=O)C)=O (5-(1-ethoxyaminoethylidene)-1,3-dimethylbarbituric acid). Reaction SMILES: [C:1]([CH:4]1[C:9](=[O:10])[N:8]([CH3:11])[C:7](=[O:12])[N:6]([CH3:13])[C:5]1=[O:14])(=O)[CH3:2].[CH2:15]([O:17][NH2:18])[CH3:16]>C(O)C>[CH2:15]([O:17][NH:18][C:1](=[C:4]1[C:9](=[O:10])[N:8]([CH3:11])[C:7](=[O:12])[N:6]([CH3:13])[C:5]1=[O:14])[CH3:2])[CH3:16]. Starting materials: C(C1=CC=CC=C1)N1N=C(C(=C1)C[C@H](NC(=O)OC(C)(C)C)C(=O)OCC(F)(F)F)[N+](=O)[O-] (2,2,2-trifluoroethyl 3-(1-benzyl-3-nitro-1H-pyrazol-4-yl)-N-(tert-butoxycarbonyl)-L-alaninate). The reagents and catalysts are [Pt] (platinum on carbon). Solvent: N1=CC=CC=C1 (pyridine). Conditions: time 3 hour. Product: C(C)(C)(C)OC(N[C@H]1CC=2C(N(C1=O)O)=NN(C2)CC2=CC=CC=C2)=O (tert-butyl[(5S)-2-benzyl-7-hydroxy-6-oxo-4,5,6,7-tetrahydro-2H-pyrazolo[3,4-b]pyridin-5-yl]carbamate). As a reaction SMILES: [CH2:1]([N:8]1[CH:12]=[C:11]([CH2:13][C@@H:14]([C:23](OCC(F)(F)F)=[O:24])[NH:15][C:16]([O:18][C:19]([CH3:22])([CH3:21])[CH3:20])=[O:17])[C:10]([N+:31]([O-:33])=O)=[N:9]1)[C:2]1[CH:7]=[CH:6][CH:5]=[CH:4][CH:3]=1>N1C=CC=CC=1.[Pt]>[C:19]([O:18][C:16](=[O:17])[NH:15][C@@H:14]1[C:23](=[O:24])[N:31]([OH:33])[C:10]2=[N:9][N:8]([CH2:1][C:2]3[CH:7]=[CH:6][CH:5]=[CH:4][CH:3]=3)[CH:12]=[C:11]2[CH2:13]1)([CH3:20])([CH3:22])[CH3:21]. Procedure details: To a solution of C8 (110 mg, 0.233 mmol) in pyridine (10 mL) was added 5% platinum on carbon (35 mg, 0.0090 mmol), and the reaction was subjected to hydrogenation at 30 psi for 3 hours on a Parr shaker. After filtration through Celite, the filter pad was rinsed with EtOAc (10 mL) and the combined filtrates were concentrated in vacuo. Purification using silica gel chromatography (Gradient: 0% to 100% EtOAc in heptane) provided C9 as a solid. Yield: 55 mg, 0.15 mmol, 64%. LCMS m/z 359.2 (M+1). 1H ... The reactants are C(C)(=O)C1=CC=C2C(=N1)C(=CN2C(=O)OC(C)(C)C)Cl (tert-butyl 5-acetyl-3-chloro-1H-pyrrolo[3,2-b]pyridine-1-carboxylate), CC(C)(C)[S@@](=O)N ((R)-2-methylpropane-2-sulfinamide). The reagents and catalysts are [O-]CC.[Ti+4].[O-]CC.[O-]CC.[O-]CC (titanium (IV) ethoxide). Solvent: C1CCOC1 (THF). Run at temperature 75 celsius, time 16 hour. Yields the product C(C)(C)(C)[S@@](=O)N=C(C)C1=CC=C2C(=N1)C(=CN2C(=O)OC(C)(C)C)Cl ((R)-tert-butyl 5-(1-((tert-butylsulfinyl)imino)ethyl)-3-chloro-1H-pyrrolo[3,2-b]pyridine-1-carboxylate), C(C)(C)(C)[S@@](=O)N=C(C)C1=CC=C2C(=N1)C(=CN2C(=O)OCC)Cl ((R)-ethyl 5-(1-((tert-butylsulfinyl)imino)ethyl)-3-chloro-1H-pyrrolo[3,2-b]pyridine-1-carboxylate). Isolated yield 56.6%. RXN SMILES: [C:1]([C:4]1[N:9]=[C:8]2[C:10]([Cl:20])=[CH:11][N:12]([C:13]([O:15][C:16]([CH3:19])([CH3:18])[CH3:17])=[O:14])[C:7]2=[CH:6][CH:5]=1)(=O)[CH3:2].[CH3:21][C:22]([S@:25]([NH2:27])=[O:26])([CH3:24])[CH3:23]>C1COCC1.[O-]CC.[Ti+4].[O-]CC.[O-]CC.[O-]CC>[C:22]([S@:25]([N:27]=[C:1]([C:4]1[N:9]=[C:8]2[C:10]([Cl:20])=[CH:11][N:12]([C:13]([O:15][C:16]([CH3:19])([CH3:18])[CH3:17])=[O:14])[C:7]2=[CH:6][CH:5]=1)[CH3:2])=[O:26])([CH3:24])([CH3:23])[CH3:21].[C:22]([S@:25]([N:27]=[C:1]([C:4]1[N:9]=[C:8]2[C:10]([Cl:20])=[CH:11][N:12]([C:13]([O:15][CH2:16][CH3:19])=[O:14])[C:7]2=[CH:6][CH:5]=1)[CH3:2])=[O:26])([CH3:24])([CH3:23])[CH3:21] |f:3.4.5.6.7|. Reported procedure: To tert-butyl 5-acetyl-3-chloro-1H-pyrrolo[3,2-b]pyridine-1-carboxylate (2.90 g, 9.84 mmol) and (R)-2-methylpropane-2-sulfinamide (1.79 g, 14.76 mmol) dissolved in anhydrous THF (96 mL) was added titanium (IV) ethoxide (5.16 mL, 24.60 mmol) at RT under N2. The reaction mixture was then stirred at 75° C. under N2 for 16 h. Volatile solvent was removed under reduced pressure, and the crude residue was diluted with EtOAc (−250 mL). The reaction mixture was vigorously stirred while a saturated solut... Starting materials: CC1=CC=C2C(=CNC2=C1)C=NO (6-methyl-1H-indole-3-carbaldehyde oxime), O (H2O), [BH4-].[Na+] (sodium borohydride). The reagents and catalysts are Cl[Ni]Cl (NiCl2). Solvent: CO (methanol). The product is CC1=CC=C2C(=CNC2=C1)CN (C-(6-Methyl-1H-indol-3-yl)-methylamine), solid. As a reaction SMILES: [CH3:1][C:2]1[CH:10]=[C:9]2[C:5]([C:6]([CH:11]=[N:12]O)=[CH:7][NH:8]2)=[CH:4][CH:3]=1.O.[BH4-].[Na+]>CO.Cl[Ni]Cl>[CH3:1][C:2]1[CH:10]=[C:9]2[C:5]([C:6]([CH2:11][NH2:12])=[CH:7][NH:8]2)=[CH:4][CH:3]=1 |f:2.3|. Procedure: To a mixture of 6-methyl-1H-indole-3-carbaldehyde oxime (0.66 g) and NiCl2.6 H2O (0.97 g) in methanol (60 ml) was added at 22° C. sodium borohydride (3.04 g) in portions. The suspension was filtered and the filtrate evaporated. The residue was partitioned between aqueous NH3 (1%) and ethyl acetate, the organic layer was dried and evaporated to the give the crude title compound as a yellow semi solid (0.68 g). Starting materials: C(C=C)(=O)O (acrylic acid), C1(=CC=CC=C1)C (toluene). Yields the product C(C)(C)(C)C1=C(O)C=CC(=C1)O (t-butylhydroquinone). The yield is 5.0%. As a reaction SMILES: [C:1]([OH:5])(=O)[CH:2]=[CH2:3].[C:6]1([CH3:12])[CH:11]=CC=C[CH:7]=1>>[C:6]([C:3]1[CH:2]=[C:1]([OH:5])[CH:3]=[CH:2][C:1]=1[OH:5])([CH3:7])([CH3:11])[CH3:12]. Procedure: Then, after adding a mixture of 17.2 g of acrylic acid and 150 g of toluene to the reaction mixture obtained above together with 1.0 g of t-butylhydroquinone, the reaction was further carried out under refluxing with stirring for 4 hours. After cooling to room temperature, the reaction mixture obtained was reprecipitated from 2 liters of methanol and the solid thus precipitated was collected by filtration and dried under reduced pressure to obtain 135 g of Macromonomer MM-1 having a weight avera...